Dataset: the Open Reaction Database (ORD), a public repository of structured organic reaction records. Task: describe an organic reaction: reactants, conditions, products, and yield Reactants: CC(C)=O, [N-]=[N+]=[N-], [Na+], O, Cc1ccc(S(=O)(=O)N2CC3CC3(C(=O)Cl)C2c2ccccc2)cc1. Yields the product Cc1ccc(S(=O)(=O)N2CC3CC3(C(=O)N=[N+]=[N-])C2c2ccccc2)cc1. Reaction SMILES: [CH3:31][C:32](=[O:33])[CH3:34].[N-:2]=[N+:3]=[N-:4].[Na+:1].[OH2:30].[c:5]1([CH:11]2[C:12]3([C:27](=[O:28])[Cl:29])[CH2:13][CH:14]3[CH2:15][N:16]2[S:17](=[O:18])(=[O:19])[c:20]2[cH:21][cH:22][c:23]([CH3:26])[cH:24][cH:25]2)[cH:6][cH:7][cH:8][cH:9][cH:10]1>>[N:2](=[N+:3]=[N-:4])[C:27]([C:12]12[CH:11]([c:5]3[cH:6][cH:7][cH:8][cH:9][cH:10]3)[N:16]([S:17](=[O:18])(=[O:19])[c:20]3[cH:21][cH:22][c:23]([CH3:26])[cH:24][cH:25]3)[CH2:15][CH:14]1[CH2:13]2)=[O:28]. The reactants are CCO (EtOH), FC1=CC=C(C=C1)CC=1C=C(C(=NC1)C(=O)OCC)NCCN(C(=O)OCC1=CC=CC=C1)C (ethyl 5-[(4-fluorophenyl)methyl]-3-{[2-(methyl {[(phenylmethyl)oxy]carbonyl}amino)ethyl]amino}-2-pyridinecarboxylate), C(C)C(C(=O)Cl)C(=O)Cl (ethyl malonyl chloride), C(C)C(C(=O)Cl)C(=O)Cl (ethyl malonyl chloride). The solvent is ClCCCl (DCE). The product is C(C)OC(CC(=O)N(C=1C(=NC=C(C1)CC1=CC=C(C=C1)F)C(=O)OCC)CCN(C(=O)OCC1=CC=CC=C1)C)=O (ethyl 3-{[3-(ethyloxy)-3-oxopropanoyl][2-(methyl{[(phenylmethyl)oxy]carbonyl}amino)ethyl]amino}-5-[(4-fluorophenyl)methyl]-2-pyridinecarboxylate). As a reaction SMILES: [F:1][C:2]1[CH:7]=[CH:6][C:5]([CH2:8][C:9]2[CH:10]=[C:11]([NH:20][CH2:21][CH2:22][N:23]([CH3:34])[C:24]([O:26][CH2:27][C:28]3[CH:33]=[CH:32][CH:31]=[CH:30][CH:29]=3)=[O:25])[C:12]([C:15]([O:17][CH2:18][CH3:19])=[O:16])=[N:13][CH:14]=2)=[CH:4][CH:3]=1.C([CH:37]([C:41](Cl)=[O:42])[C:38](Cl)=[O:39])C.[CH3:44][CH2:45][OH:46]>ClCCCl>[CH2:45]([O:46][C:41](=[O:42])[CH2:37][C:38]([N:20]([CH2:21][CH2:22][N:23]([CH3:34])[C:24]([O:26][CH2:27][C:28]1[CH:29]=[CH:30][CH:31]=[CH:32][CH:33]=1)=[O:25])[C:11]1[C:12]([C:15]([O:17][CH2:18][CH3:19])=[O:16])=[N:13][CH:14]=[C:9]([CH2:8][C:5]2[CH:4]=[CH:3][C:2]([F:1])=[CH:7][CH:6]=2)[CH:10]=1)=[O:39])[CH3:44]. Procedure: A solution of ethyl 5-[(4-fluorophenyl)methyl]-3-{[2-(methyl {[(phenylmethyl)oxy]carbonyl}amino)ethyl]amino}-2-pyridinecarboxylate (1.62 g, 3.5 mmol) and ethyl malonyl chloride (1.24 mL, 8.7 mmol) in DCE (50 mL) was heated under nitrogen at reflux for 2 hrs. An additional 0.5 mL of the ethyl malonyl chloride was added and the reaction was stirred at reflux an additional ½ hour. The mixture was cooled, treated with EtOH (25 mL), and then concentrated in vacuo. The residue was purified on silica g... The reactants are ClC1=NC=C(C(=N1)C1=CN(C2=CC=CC=C12)C)C (3-(2-chloro-5-methylpyrimidin-4-yl)-1-methyl-1H-indole), ClC1=NC=C(C(=N1)C1=CN(C2=CC=CC=C12)C)C (3-(2-chloro-5-methylpyrimidin-4-yl)-1-methyl-1H-indole), FC1=CC(=C(N)C=C1[N+](=O)[O-])OC (4-fluoro-2-methoxy-5-nitroaniline), FC1=CC(=C(N)C=C1[N+](=O)[O-])OC (4-fluoro-2-methoxy-5-nitroaniline), C1(=CC=C(C=C1)S(=O)(=O)O)C (p-toluenesulfonic acid). The solvent is CC(CCC)O (2-pentanol). Reaction conditions: temperature 125 celsius. The product is FC1=CC(=C(C=C1[N+](=O)[O-])NC1=NC=C(C(=N1)C1=CN(C2=CC=CC=C12)C)C)OC (N-(4-Fluoro-2-methoxy-5-nitrophenyl)-5-methyl-4-(1-methylindol-3-yl)pyrimidin-2-amine). RXN SMILES: Cl[C:2]1[N:7]=[C:6]([C:8]2[C:16]3[C:11](=[CH:12][CH:13]=[CH:14][CH:15]=3)[N:10]([CH3:17])[CH:9]=2)[C:5]([CH3:18])=[CH:4][N:3]=1.[F:19][C:20]1[C:26]([N+:27]([O-:29])=[O:28])=[CH:25][C:23]([NH2:24])=[C:22]([O:30][CH3:31])[CH:21]=1.C1(C)C=CC(S(O)(=O)=O)=CC=1>CC(O)CCC>[F:19][C:20]1[C:26]([N+:27]([O-:29])=[O:28])=[CH:25][C:23]([NH:24][C:2]2[N:7]=[C:6]([C:8]3[C:16]4[C:11](=[CH:12][CH:13]=[CH:14][CH:15]=4)[N:10]([CH3:17])[CH:9]=3)[C:5]([CH3:18])=[CH:4][N:3]=2)=[C:22]([O:30][CH3:31])[CH:21]=1. Reported procedure: A mixture of 3-(2-chloro-5-methylpyrimidin-4-yl)-1-methyl-1H-indole (Intermediate 80, 350 mg, 1.36 mmol), 4-fluoro-2-methoxy-5-nitroaniline (Intermediate 23, 265 mg, 1.43 mmol) and p-toluenesulfonic acid (284 mg, 1.49 mmol) in 2-pentanol (25 mL) was heated at 125° C. for 24 h. The mixture was then cooled and concentrated in vacuo. The resulting gum was used without further purification; m/z: ES+ MH+ 240.13. The reactants are NC1CCCC=2C=C(C=NC12)C (8-amino-3-methyl-5,6,7,8-tetrahydroquinoline), C(C1=CC=CC=C1)(=O)N=C=S (benzoylisothiocyanate). Solvent: CC(=O)C (acetone). The product is C(C1=CC=CC=C1)(=O)NC(=S)NC1CCCC=2C=C(C=NC12)C (8-Benzoylthiocarbamoylamino-3-methyl-5,6,7,8-tetrahydroquinoline). Yield: 60.2%. Reaction SMILES: [NH2:1][CH:2]1[C:11]2[N:10]=[CH:9][C:8]([CH3:12])=[CH:7][C:6]=2[CH2:5][CH2:4][CH2:3]1.[C:13]([N:21]=[C:22]=[S:23])(=[O:20])[C:14]1[CH:19]=[CH:18][CH:17]=[CH:16][CH:15]=1>CC(C)=O>[C:13]([NH:21][C:22]([NH:1][CH:2]1[C:11]2[N:10]=[CH:9][C:8]([CH3:12])=[CH:7][C:6]=2[CH2:5][CH2:4][CH2:3]1)=[S:23])(=[O:20])[C:14]1[CH:19]=[CH:18][CH:17]=[CH:16][CH:15]=1. Procedure details: A solution of 8-amino-3-methyl-5,6,7,8-tetrahydroquinoline (6 g.) in acetone (48 ml.) was treated with benzoylisothiocyanate (6 g.) and the mixture heated at reflux for 45 minutes. The solvent was removed in vacuo and the residual solid recrystallised from ethanol-ether to give the title compound as colourless needles (7.2 g.) m.p. 168° C. Starting materials: C, CO, C=CCc1cc(C(=O)OC)ccc1O, [Pd]. Product: CCCc1cc(C(=O)OC)ccc1O. Reaction SMILES: [C:15].[CH3:17][OH:18].[OH:1][c:2]1[c:3]([CH2:12][CH:13]=[CH2:14])[cH:4][c:5]([C:6](=[O:7])[O:8][CH3:9])[cH:10][cH:11]1.[Pd:16]>>[OH:1][c:2]1[c:3]([CH2:12][CH2:13][CH3:14])[cH:4][c:5]([C:6](=[O:7])[O:8][CH3:9])[cH:10][cH:11]1.